From a dataset of the Open Reaction Database (ORD), a public repository of structured organic reaction records. describe an organic reaction: reactants, conditions, products, and yield The reactants are CC(N)C(N)(c1ccc(F)cc1)c1ccnc(F)c1, CCc1cc(C(=O)O)cn(C(F)F)c1=O. The product is CCc1cc(C2=NC(c3ccc(F)cc3)(c3ccnc(F)c3)C(C)N2)cn(C(F)F)c1=O. As a reaction SMILES: [F:1][c:2]1[cH:3][cH:4][c:5]([C:8]([CH:9]([CH3:10])[NH2:11])([NH2:12])[c:13]2[cH:14][c:15]([F:19])[n:16][cH:17][cH:18]2)[cH:6][cH:7]1.[F:20][CH:21]([n:22]1[c:23](=[O:33])[c:24]([CH2:31][CH3:32])[cH:25][c:26]([C:28]([OH:29])=[O:30])[cH:27]1)[F:34]>>[F:1][c:2]1[cH:3][cH:4][c:5]([C:8]2([c:13]3[cH:14][c:15]([F:19])[n:16][cH:17][cH:18]3)[CH:9]([CH3:10])[NH:11][C:28]([c:26]3[cH:25][c:24]([CH2:31][CH3:32])[c:23](=[O:33])[n:22]([CH:21]([F:20])[F:34])[cH:27]3)=[N:12]2)[cH:6][cH:7]1. The reactants are NC=1C=C(C(=O)O)C=C(C1C(C1=CC=CC=C1)=O)[N+](=O)[O-] (3-amino-4benzoyl-5-nitrobenzoic acid), NC=1C=C(C(=O)O)C=C(C1C(C1=CC=C(C=C1)C)=O)[N+](=O)[O-] (3-amino-4-(4'-methylbenzoyl)-5-nitrobenzoic acid). Product: OC=1C=C(C(=O)O)C=C(C1C(C1=CC=C(C=C1)C)=O)[N+](=O)[O-] (3-hydroxy-4-(4'-methylbenzoyl)-5-nitrobenzoic acid), hemihydrate. Reaction SMILES: NC1C=C(C=C([N+]([O-])=O)C=1C(=O)C1C=CC=CC=1)C(O)=[O:6].N[C:23]1[CH:24]=[C:25]([CH:29]=[C:30]([N+:41]([O-:43])=[O:42])[C:31]=1[C:32](=[O:40])[C:33]1[CH:38]=[CH:37][C:36]([CH3:39])=[CH:35][CH:34]=1)[C:26]([OH:28])=[O:27]>>[OH:6][C:23]1[CH:24]=[C:25]([CH:29]=[C:30]([N+:41]([O-:43])=[O:42])[C:31]=1[C:32](=[O:40])[C:33]1[CH:38]=[CH:37][C:36]([CH3:39])=[CH:35][CH:34]=1)[C:26]([OH:28])=[O:27]. Procedure details: By replacing in Example 1, step A, 3-amino-4benzoyl-5-nitrobenzoic acid with 3-amino-4-(4'-methylbenzoyl)-5-nitrobenzoic acid and following the procedure described, 3-hydroxy-4-(4'-methylbenzoyl)-5-nitrobenzoic acid is obtained as a hemihydrate with a melting point of 249.5°-251° C. Reactants: CC(=O)Nc1cccc(Br)c1, CN(C)C=O, [H-], CCCI, [Na+], C1CCOC1. Yields the product CCCN(C(C)=O)c1cccc(Br)c1. Reaction SMILES: [Br:3][c:4]1[cH:5][c:6]([NH:10][C:11]([CH3:12])=[O:13])[cH:7][cH:8][cH:9]1.[CH3:18][N:19]([CH3:20])[CH:21]=[O:22].[H-:1].[I:14][CH2:15][CH2:16][CH3:17].[Na+:2].[O:23]1[CH2:24][CH2:25][CH2:26][CH2:27]1>>[Br:3][c:4]1[cH:5][c:6]([N:10]([C:11]([CH3:12])=[O:13])[CH2:15][CH2:16][CH3:17])[cH:7][cH:8][cH:9]1. Starting materials: C(=O)(C(F)(F)F)O (TFA), NC=1C(=NC(=CN1)C1=CC=C(C=C1)S(=O)(=O)C(C)C)C#CC=1C=C(OCCCNC(OC(C)(C)C)=O)C=CC1 (tert-Butyl (3-(3-((3-amino-6-(4-(isopropylsulfonyl)phenyl)pyrazin-2-yl)ethynyl)phenoxy)propyl)carbamate). Solvent: C(Cl)Cl (DCM). Reaction conditions: time 6 hour. The product is mono-TFA, NCCCOC=1C=C(C=CC1)C#CC=1C(=NC=C(N1)C1=CC=C(C=C1)S(=O)(=O)C(C)C)N (3-[2-[3-(3-Aminopropoxy)phenyl]ethynyl]-5-(4-isopropylsulfonylphenyl)pyrazin-2-amine). Yield: 37.0%. RXN SMILES: C(O)(C(F)(F)F)=O.[NH2:8][C:9]1[C:10]([C:27]#[C:28][C:29]2[CH:30]=[C:31]([CH:44]=[CH:45][CH:46]=2)[O:32][CH2:33][CH2:34][CH2:35][NH:36]C(=O)OC(C)(C)C)=[N:11][C:12]([C:15]2[CH:20]=[CH:19][C:18]([S:21]([CH:24]([CH3:26])[CH3:25])(=[O:23])=[O:22])=[CH:17][CH:16]=2)=[CH:13][N:14]=1>C(Cl)Cl>[NH2:36][CH2:35][CH2:34][CH2:33][O:32][C:31]1[CH:30]=[C:29]([C:28]#[C:27][C:10]2[C:9]([NH2:8])=[N:14][CH:13]=[C:12]([C:15]3[CH:16]=[CH:17][C:18]([S:21]([CH:24]([CH3:25])[CH3:26])(=[O:23])=[O:22])=[CH:19][CH:20]=3)[N:11]=2)[CH:46]=[CH:45][CH:44]=1. Reported procedure: TFA (1 mL) was added to a stirred solution of tert-Butyl (3-(3-((3-amino-6-(4-(isopropylsulfonyl)phenyl)pyrazin-2-yl)ethynyl)phenoxy)propyl)carbamate (crude residue used directly from Step 1) in DCM (5 mL) at ambient temperature. The reaction was allowed to stir at this temperature for 6 hours. The solvent was removed in vacuo and the residue azeotroped with DCM (×2) and ether (×2). The reaction mixture was passed through a 5 g SCX-2 cartridge and washed with MeOH. The product was eluted by wash... The reactants are C(CCCCCCCCCCCCCCCCC)(=O)O (stearic acid), C=O (formaldehyde), CN(C)P(=O)(N(C)C)N(C)C (HMPA), C=O (Paraformaldehyde), C(CCCCCCCCCCCCCCCCC)(=O)[O-].[Li+] (lithium stearate), C(C)(C)NC(C)C (diisopropylamine), C(CCC)[Li] (n-butyllithium), CCCCCC (hexane), C=O (formaldehyde), C=O (formaldehyde), C(CCCCCCCCCCCCCCCCC)(=O)O (stearic acid). Run in C1CCOC1 (THF), C1CCOC1 (THF). Conditions: temperature -20 celsius. Product: OCC(C(=O)O)CCCCCCCCCCCCCCCC (α-hydroxymethylstearic acid). The yield is 71.0%. As a reaction SMILES: C(NC(C)C)(C)C.C([Li])CCC.CCCCCC.CN(P(N(C)C)(N(C)C)=O)C.[C:30]([OH:49])(=[O:48])[CH2:31][CH2:32][CH2:33][CH2:34][CH2:35][CH2:36][CH2:37][CH2:38][CH2:39][CH2:40][CH2:41][CH2:42][CH2:43][CH2:44][CH2:45][CH2:46][CH3:47].C=O.[C:52]([O-])(=[O:70])CCCCCCCCCCCCCCCCC.[Li+]>C1COCC1>[OH:70][CH2:52][CH:31]([CH2:32][CH2:33][CH2:34][CH2:35][CH2:36][CH2:37][CH2:38][CH2:39][CH2:40][CH2:41][CH2:42][CH2:43][CH2:44][CH2:45][CH2:46][CH3:47])[C:30]([OH:49])=[O:48] |f:6.7|. Reported procedure: Anhydrous THF (327 ml) and 19.7 g (0.195 mole) of diisopropylamine are added to a dry three-neck flask purged with nitrogen and maintained under a nitrogen atmosphere. After cooling the mixture to -20° C., 123 ml of n-butyllithium in hexane (1.6 M) (0.195 mole) is added slowly to prevent the temperature from exceeding 0° C. and then 32.2 ml of anhydrous HMPA (0.18 mole) is added. A solution of 23.0 g of stearic acid (0.081 mole) in 165 ml of THF is added dropwise with stirring while maintaining ... Solvent: CC(=O)C (acetone), CCOC(=O)C (EtOAc), C(Cl)(Cl)Cl (chloroform). The reactants are CC(=O)C1=C(C=CC(=C1)O)O (2,5-dihydroxyacetophenone), C(=O)([O-])[O-].[K+].[K+] (K2CO3), C(CC)I (propyl iodide). Yield: 89.3%. Reaction SMILES: [CH3:1][C:2]([C:4]1[CH:9]=[C:8]([OH:10])[CH:7]=[CH:6][C:5]=1[OH:11])=[O:3].C([O-])([O-])=O.[K+].[K+].[CH2:18](I)[CH2:19][CH3:20]>CC(C)=O.CCOC(C)=O.C(Cl)(Cl)Cl>[OH:11][C:5]1[CH:6]=[CH:7][C:8]([O:10][CH2:18][CH2:19][CH3:20])=[CH:9][C:4]=1[C:2](=[O:3])[CH3:1] |f:1.2.3|. Reported procedure: 10 g of 2,5-dihydroxyacetophenone suspended in 100 ml of acetone are placed in a 500 ml round-bottomed flask, and 9.14 g of anhydrous K2CO3 are added, followed by 12.4 g of propyl iodide. The reaction medium is refluxed for 30 hours. After a return to ambient temperature, the medium is filtered through Celite® and then concentrated. The brown oil obtained is taken up in EtOAc, filtered, and washed with water, with a 2M HCl solution and then with a saturated NaCl solution. The organic phase is ev... Product: OC1=C(C=C(C=C1)OCCC)C(C)=O (1-(2-Hydroxy-5-propoxyphenyl)ethanone). The reactants are COc1ccc(C=O)c(F)c1, [Na+], [OH-], O. Yields the product COc1ccc(C(=O)O)c(F)c1. Reaction SMILES: [F:3][c:4]1[c:5]([CH:6]=[O:7])[cH:8][cH:9][c:10]([O:12][CH3:13])[cH:11]1.[Na+:2].[OH-:1].[OH2:14]>>[OH:1][C:6]([c:5]1[c:4]([F:3])[cH:11][c:10]([O:12][CH3:13])[cH:9][cH:8]1)=[O:7]. Reactants: CC([C@H](NC(=O)N(CCCC=C)C)C(=O)O)(C)C (3-methyl-N-{[methyl(pent-4-enyl)amino]carbonyl}-L-valine), CC(C)(CCCC=C)N (2-methylhept-6-en-2-amine). Product: CC(CCCC=C)(C)NC(=O)N[C@@H](C(C)(C)C)C(=O)O (N-{[(1,1-Dimethylhex-5-enyl)amino]carbonyl}-3-methyl-L-valine). As a reaction SMILES: [CH3:1][C:2]([CH3:18])([CH3:17])[C@@H:3]([C:14]([OH:16])=[O:15])[NH:4][C:5](N(C)CCCC=C)=[O:6].[CH3:19][C:20]([NH2:27])([CH2:22][CH2:23][CH2:24][CH:25]=[CH2:26])[CH3:21]>>[CH3:19][C:20]([NH:27][C:5]([NH:4][C@H:3]([C:14]([OH:16])=[O:15])[C:2]([CH3:1])([CH3:17])[CH3:18])=[O:6])([CH3:21])[CH2:22][CH2:23][CH2:24][CH:25]=[CH2:26]. Reported procedure: N-{[(1,1-Dimethylhex-5-enyl)amino]carbonyl}-3-methyl-L-valine was prepared according to the procedure for 3-methyl-N-{[methyl(pent-4-enyl)amino]carbonyl}-L-valine (Steps 4-5) by using 2-methylhept-6-en-2-amine instead of N-methylpent-4-en-1-amine in Step 4. Reactants: [NH4+].[Cl-] (NH4Cl), [H-].[Na+] (Sodium hydride), CI (methyl iodide), C(C)(C)(C)OC(NCC1=C(C=CC(=C1)F)OC=1C=C2C=NN(C2=CC1)C)=O ([5-Fluoro-2-(1-methyl-1H-indazol-5-yloxy)-benzyl]-carbamic acid tert-butyl ester). Solvent: CN(C)C=O (DMF). Run at temperature 0 celsius, time 1 hour. Yields the product C(C)(C)(C)OC(N(C)CC1=C(C=CC(=C1)F)OC=1C=C2C=NN(C2=CC1)C)=O ([5-Fluoro-2-(1-methyl-1H-indazol-5-yloxy)-benzyl]-methylcarbamic acid tert-butyl ester). The yield is 99.9%. As a reaction SMILES: [C:1]([O:5][C:6](=[O:27])[NH:7][CH2:8][C:9]1[CH:14]=[C:13]([F:15])[CH:12]=[CH:11][C:10]=1[O:16][C:17]1[CH:18]=[C:19]2[C:23](=[CH:24][CH:25]=1)[N:22]([CH3:26])[N:21]=[CH:20]2)([CH3:4])([CH3:3])[CH3:2].[H-].[Na+].[CH3:30]I.[NH4+].[Cl-]>CN(C=O)C>[C:1]([O:5][C:6](=[O:27])[N:7]([CH2:8][C:9]1[CH:14]=[C:13]([F:15])[CH:12]=[CH:11][C:10]=1[O:16][C:17]1[CH:18]=[C:19]2[C:23](=[CH:24][CH:25]=1)[N:22]([CH3:26])[N:21]=[CH:20]2)[CH3:30])([CH3:4])([CH3:3])[CH3:2] |f:1.2,4.5|. Reported procedure: Intermediate (26t) (50 mg, 0.135 mmol) was dissolved in DMF (2 mL) and cooled to 0° C. Sodium hydride (60%, 8.1 mg, 0.20 mmol) and methyl iodide (42 μL, 95.5 mg, 0.67 mmol) were added to the solution at 0° C. and then the mixture was allowed to warm to room temperature. After 1 hour of stirring, the mixture was poured into saturated NH4Cl solution and extracted 3 times with 30 mL of ether. The combined organic layer was washed with 5 mL of water twice and brine one, dried over MgSO4 and evaporat...